From a dataset of the Open Reaction Database (ORD), a public repository of structured organic reaction records. describe an organic reaction: reactants, conditions, products, and yield Reaction SMILES: [F:1][C:2]([F:32])([F:31])[C:3]1[CH:30]=[CH:29][C:6]([CH2:7][O:8][C:9]([N:11]2[CH2:16][CH2:15][CH2:14][C@H:13]([C:17]3[CH:22]=[CH:21][C:20]([CH3:23])=[C:19]([C:24]([O:26]CC)=[O:25])[CH:18]=3)[CH2:12]2)=[O:10])=[CH:5][CH:4]=1.C(=O)([O-])[O-].[K+].[K+].CO>O>[F:31][C:2]([F:1])([F:32])[C:3]1[CH:30]=[CH:29][C:6]([CH2:7][O:8][C:9]([N:11]2[CH2:16][CH2:15][CH2:14][C@H:13]([C:17]3[CH:22]=[CH:21][C:20]([CH3:23])=[C:19]([C:24]([OH:26])=[O:25])[CH:18]=3)[CH2:12]2)=[O:10])=[CH:5][CH:4]=1 |f:1.2.3|. The product is FC(C1=CC=C(COC(=O)N2C[C@H](CCC2)C2=CC(=C(C=C2)C)C(=O)O)C=C1)(F)F ((R)-3-(3-carboxy-4-methyl-phenyl)-piperidine-1-carboxylic acid 4-trifluoromethyl-benzyl ester). Starting materials: FC(C1=CC=C(COC(=O)N2C[C@H](CCC2)C2=CC(=C(C=C2)C)C(=O)OCC)C=C1)(F)F ((R)-3-(3-ethoxycarbonyl-4-methyl-phenyl)-piperidine-1-carboxylic acid 4-trifluoromethyl-benzyl ester), C([O-])([O-])=O.[K+].[K+] (potassium carbonate), CO (methanol). Reported procedure: A mixture of (R)-3-(3-ethoxycarbonyl-4-methyl-phenyl)-piperidine-1-carboxylic acid 4-trifluoromethyl-benzyl ester (2.12 g, 4.72 mmol), potassium carbonate (1.30 g, 9.43 mmol), methanol (25 mL) and water (6 mL) was heated at reflux for 3 h, cooled to room temperature and concentrated under reduced pressure. The resulting residue was taken up in water (150 mL), acidified with 1N aqueous hydrochloric acid and extracted with ethyl acetate (2×100 mL). The combined organic extracts were washed with sa... Yield: 99.5%. The solvent is O (water). The reactants are [Br-], [Br-], [Br-], CC(=O)c1coc2ccccc12, C1CCOC1, C[N+](C)(C)c1ccccc1, C[N+](C)(C)c1ccccc1, C[N+](C)(C)c1ccccc1. Product: O=C(CBr)c1coc2ccccc12. As a reaction SMILES: [Br-:1].[Br-:2].[Br-:3].[C:34]([CH3:35])(=[O:36])[c:37]1[c:38]2[c:39]([o:40][cH:41]1)[cH:42][cH:43][cH:44][cH:45]2.[O:46]1[CH2:47][CH2:48][CH2:49][CH2:50]1.[c:14]1([N+:15]([CH3:16])([CH3:17])[CH3:18])[cH:19][cH:20][cH:21][cH:22][cH:23]1.[c:24]1([N+:25]([CH3:26])([CH3:27])[CH3:28])[cH:29][cH:30][cH:31][cH:32][cH:33]1.[c:4]1([N+:5]([CH3:6])([CH3:7])[CH3:8])[cH:9][cH:10][cH:11][cH:12][cH:13]1>>[Br:1][CH2:35][C:34](=[O:36])[c:37]1[c:38]2[c:39]([o:40][cH:41]1)[cH:42][cH:43][cH:44][cH:45]2. Reactants: FC1=C(N)C=C(C=C1)CC=1NC(=C(N1)C=1C=C2C=CC=NC2=CC1)C1=NC(=CC=C1)C (2-fluoro-5-((5-(6-methylpyridin-2-yl)-4-(quinolin-6-yl)-1H-imidazol-2-yl)methyl)aniline), BrCCO (2-bromoethanol), BrCCO (2-bromoethanol), C(C)(C)N(C(C)C)CC (N,N-diisopropylethylamine). Run in C1(=CC=CC=C1)C (toluene), CN(C)C=O (DMF), O (H2O). Conditions: temperature 70 celsius, time 5 hour. Product: FC1=C(C=C(C=C1)CC=1NC(=C(N1)C=1C=C2C=CC=NC2=CC1)C1=NC(=CC=C1)C)NCCO (2-(2-fluoro-5-((5-(6-methylpyridin-2-yl)-4-(quinolin-6-yl)-1H-imidazol-2-yl)methyl)phenylamino)ethanol). Yield: 34.3%. Reaction SMILES: [F:1][C:2]1[CH:8]=[CH:7][C:6]([CH2:9][C:10]2[NH:11][C:12]([C:25]3[CH:30]=[CH:29][CH:28]=[C:27]([CH3:31])[N:26]=3)=[C:13]([C:15]3[CH:16]=[C:17]4[C:22](=[CH:23][CH:24]=3)[N:21]=[CH:20][CH:19]=[CH:18]4)[N:14]=2)=[CH:5][C:3]=1[NH2:4].Br[CH2:33][CH2:34][OH:35].C(N(CC)C(C)C)(C)C>C1(C)C=CC=CC=1.CN(C=O)C.O>[F:1][C:2]1[CH:8]=[CH:7][C:6]([CH2:9][C:10]2[NH:11][C:12]([C:25]3[CH:30]=[CH:29][CH:28]=[C:27]([CH3:31])[N:26]=3)=[C:13]([C:15]3[CH:16]=[C:17]4[C:22](=[CH:23][CH:24]=3)[N:21]=[CH:20][CH:19]=[CH:18]4)[N:14]=2)=[CH:5][C:3]=1[NH:4][CH2:33][CH2:34][OH:35]. Reported procedure: To a suspension of 2-fluoro-5-((5-(6-methylpyridin-2-yl)-4-(quinolin-6-yl)-1H-imidazol-2-yl)methyl)aniline (Example 73) (100 mg, 0.244 mmol) in toluene (450 uL) and DMF (0.2 mL) were added 2-bromoethanol (21 uL, 0.293 mmol), N,N-diisopropylethylamine (300 uL, 1.72 mmol) and the mixture was stirred at 70° C. After 5 hours, additional 2-bromoethanol (5 uL) was added, and stirred at 100° C. for overnight. The reaction mixture was cooled to room temperature, diluted with H2O (4 mL), and extracted wi... The reactants are CC1COC2(CCNCC2)O1, ClCCl, N#Cc1ccc(F)cc1, [Na+], [Na+], O=C([O-])[O-]. The product is CC1COC2(CCN(c3ccc(C#N)cc3)CC2)O1. Reaction SMILES: [CH2:10]1[CH:11]([CH3:12])[O:13][C:14]2([CH2:15][CH2:16][NH:17][CH2:18][CH2:19]2)[O:20]1.[Cl:21][CH2:22][Cl:23].[F:1][c:2]1[cH:3][cH:4][c:5]([C:6]#[N:7])[cH:8][cH:9]1.[Na+:24].[Na+:25].[O-:26][C:27](=[O:28])[O-:29]>>[c:2]1([N:17]2[CH2:16][CH2:15][C:14]3([O:13][CH:11]([CH3:12])[CH2:10][O:20]3)[CH2:19][CH2:18]2)[cH:3][cH:4][c:5]([C:6]#[N:7])[cH:8][cH:9]1. Reactants: C(#N)C(C)(C)C=1C=C(C(=O)O)C=CC1 (3 -(1 cyano-1 -methylethyl) benzoic acid), NC=1C(=C(OC=2C=CC=3N(N2)C=C(N3)NC(=O)C3CC3)C(=CC1)C)Cl (N-[6-(3-amino-2-chloro-6-methylphenoxy)imidazo[1,2-b]pyridazin-2-yl]cyclopropanecarboxamide), C(C(=O)Cl)(=O)Cl (oxalyl chloride), O1CCCC1 (tetrahydrofuran). The reagents and catalysts are CN(C=O)C (N,N-dimethylformamide). Solvent: CN1C(CCC1)=O (N-methylpyrrolidone). Product: ClC1=C(C=CC(=C1OC=1C=CC=2N(N1)C=C(N2)NC(=O)C2CC2)C)NC(C2=CC(=CC=C2)C(C)(C)C#N)=O (N-[2-chloro-3-({2-[(cyclopropylcarbonyl)amino]imidazo[1,2-b]pyridazin-6-yl}oxy)-4-methylphenyl]-3-(1-cyano-1-methylethyl)benzamide). Isolated yield 49.5%. Reaction SMILES: [C:1]([C:3]([C:6]1[CH:7]=[C:8]([CH:12]=[CH:13][CH:14]=1)[C:9]([OH:11])=O)([CH3:5])[CH3:4])#[N:2].C(Cl)(=O)C(Cl)=O.O1CCCC1.[NH2:26][C:27]1[C:28]([Cl:50])=[C:29]([C:46]([CH3:49])=[CH:47][CH:48]=1)[O:30][C:31]1[CH:32]=[CH:33][C:34]2[N:35]([CH:37]=[C:38]([NH:40][C:41]([CH:43]3[CH2:45][CH2:44]3)=[O:42])[N:39]=2)[N:36]=1>CN(C)C=O.CN1CCCC1=O>[Cl:50][C:28]1[C:29]([O:30][C:31]2[CH:32]=[CH:33][C:34]3[N:35]([CH:37]=[C:38]([NH:40][C:41]([CH:43]4[CH2:45][CH2:44]4)=[O:42])[N:39]=3)[N:36]=2)=[C:46]([CH3:49])[CH:47]=[CH:48][C:27]=1[NH:26][C:9](=[O:11])[C:8]1[CH:12]=[CH:13][CH:14]=[C:6]([C:3]([C:1]#[N:2])([CH3:4])[CH3:5])[CH:7]=1. Procedure details: Using 3 -(1 cyano-1 -methylethyl) benzoic acid (95 mg, 0.50 mmol), oxalyl chloride (55 μL, 0.63 mmol), N,N-dimethylformamide (1 drop), tetrahydrofuran (3.0 mL), N-[6-(3-amino-2-chloro-6-methylphenoxy)imidazo[1,2-b]pyridazin-2-yl]cyclopropanecarboxamide (150 mg, 0.42 mmol) and N-methylpyrrolidone (3.0 mL) as starting materials and in the same manner as in Example 335, the title compound (110 mg, 51%) was obtained as a white powder.